Dataset: the Open Reaction Database (ORD), a public repository of structured organic reaction records. Task: describe an organic reaction: reactants, conditions, products, and yield Reactants: Rhodamin B anilinolactam, 3-diethylamino-6-methyl-7-anilinofluoran, 3-(N-ethyl)tetrahydrofurylamino-6-methyl-7-anilinofluoran, 3-diethylamino-7-phenylfluoran, 3-dibutylamino-6-methyl-7-anilinofluoran, 3-(N-ethyl)tolylamino-6-methyl-7-phenethylfluoran, 3-diethylamino-7-(3,4-dichloroanilino)-fluoran, 3-diethylamino-7-(4-nitroanilino)fluoran, 3-diethylamino-7-(2-chloroanilino)fluoran, 3-diethylamino-6-chloro-7-methylfluoran, Rhodamin B-p-chloroanilinolactam, 3-(N-ethyl)isoamylamino-6-methyl-7-anilinofluoran, 3-(N-methyl)cyclohexylamino-6-methyl-7-anilinofluoran, C(C)N(C(CC)CCCC(C)NF)CC (3-diethylamino-7-octylaminofluoran), CC1=C(C=C2C(=C1)OC3=C(C24C5=CC=CC=C5C(=O)O4)C=CC(=C3)N6CCCCC6)NC7=CC=CC=C7 (3-piperidino-6-methyl-7-anilinofluoran), 3-(N-ethyl)tolylamino-6-methyl-7-anilinofluoran, 3-(N-methyl)propylamino-6-methyl-7-anilinofluoran, 3-diethylamino-7-dibenzylaminofluoran, CCN(CC)C1=CC2=C(C=C1)C3(C4=CC=CC=C4C(=O)O3)C5=C(O2)C=CC(=C5)Cl (3-diethylamino-7-chlorofluoran). Product: C1=CC=CC=2OC3=CC=CC=C3CC12 (Xanthene). Reaction SMILES: C(N(CC)C(CCCC(NF)C)CC)C.CCN([C:21]1[CH:26]=[CH:25][C:24]2[C:27]3([C:37]4[CH:43]=[C:42](Cl)[CH:41]=[CH:40][C:38]=4[O:39][C:23]=2[CH:22]=1)OC(=O)C1C3=CC=CC=1)CC.CC1C=C2OC3C=C(N4CCCCC4)C=CC=3C3(OC(=O)C4C3=CC=CC=4)C2=CC=1NC1C=CC=CC=1>>[CH:43]1[C:37]2[CH2:27][C:24]3[C:23](=[CH:22][CH:21]=[CH:26][CH:25]=3)[O:39][C:38]=2[CH:40]=[CH:41][CH:42]=1. Procedure details: Rhodamin B anilinolactam, Rhodamin B-p-chloroanilinolactam, 3-diethylamino-7-dibenzylaminofluoran, 3-diethylamino-7-octylaminofluoran, 3-diethylamino-7-phenylfluoran, 3-diethylamino-7-chlorofluoran, 3-diethylamino-6-chloro-7-methylfluoran, 3-diethylamino-7-(3,4-dichloroanilino)-fluoran, 3-diethylamino-7-(2-chloroanilino)fluoran, 3-diethylamino-6-methyl-7-anilinofluoran, 3-(N-ethyl)tolylamino-6-methyl-7-anilinofluoran, 3-piperidino-6-methyl-7-anilinofluoran, 3-(N-ethyl)tolylamino-6-methyl-7-phene... Starting materials: [BH4-].[Na+] (sodium borohydride), C(C1=CC=CC=C1)N1C2=C(CCC3=C1C=CC=C3)C=C(C=C2)C=O (5-Benzyl-2-formyl-10,11-dihydro-5H-dibenz[b,f]azepine). Run in C(C)O (ethanol). Conditions: time 30 minute. The product is OCC1=CC2=C(NC3=C(CC2)C=CC=C3)C=C1 (2-Hydroxymethyl-10,11-dihydro-5H-dibenz[b,f]azepine). Yield: 42.3%. Reaction SMILES: C([N:8]1[C:14]2[CH:15]=[CH:16][CH:17]=[CH:18][C:13]=2[CH2:12][CH2:11][C:10]2[CH:19]=[C:20]([CH:23]=[O:24])[CH:21]=[CH:22][C:9]1=2)C1C=CC=CC=1.[BH4-].[Na+]>C(O)C>[OH:24][CH2:23][C:20]1[CH:21]=[CH:22][C:9]2[NH:8][C:14]3[CH:15]=[CH:16][CH:17]=[CH:18][C:13]=3[CH2:12][CH2:11][C:10]=2[CH:19]=1 |f:1.2|. Reported procedure: 5-Benzyl-2-formyl-10,11-dihydro-5H-dibenz[b,f]azepine (3.29 g) was dissolved in 200 m. of ethanol, and 0.5 g of sodium borohydride was added to the solution, followed by stirring at room temperature for 30 minutes. The solvent was distilled off under reduced pressure, and the residue was diluted with dichloromethane. The mixture was washed with 1N aqueous hydrochloric acid and a saturated aqueous solution of sodium chloride, and dried over anhydrous magnesium sulfate. After the solvent was disti... The reactants are [OH-].[Na+] (NaOH), ClCC1=C(N=C(S1)C1=CC=C(C=C1)C(F)(F)F)C(C)C (5-chloromethyl-4-isopropyl-2-(4-trifluoromethyl-phenyl)-thiazole), C(C)OC(CC=1C2=C(SC1)C=C(C=C2)O)=O ((6-Hydroxy-benzo[b]thiophen-3-yl)-acetic acid ethyl ester), C(=O)([O-])[O-].[Cs+].[Cs+] (Cs2CO3). Run in C(C)#N (acetonitrile), C(C)O (ethanol). Reaction conditions: time 8 hour. Product: C(C)(C)C=1N=C(SC1COC=1C=CC2=C(SC=C2CC(=O)O)C1)C1=CC=C(C=C1)C(F)(F)F ({6-[4-Isopropyl-2-(4-trifluoromethyl-phenyl)-thiazol-5-ylmethoxy]-benzo[b]thiophen-3-yl}-acetic acid). Reaction SMILES: Cl[CH2:2][C:3]1[S:7][C:6]([C:8]2[CH:13]=[CH:12][C:11]([C:14]([F:17])([F:16])[F:15])=[CH:10][CH:9]=2)=[N:5][C:4]=1[CH:18]([CH3:20])[CH3:19].C([O:23][C:24](=[O:36])[CH2:25][C:26]1[C:27]2[CH:34]=[CH:33][C:32]([OH:35])=[CH:31][C:28]=2[S:29][CH:30]=1)C.C([O-])([O-])=O.[Cs+].[Cs+].[OH-].[Na+]>C(#N)C.C(O)C>[CH:18]([C:4]1[N:5]=[C:6]([C:8]2[CH:13]=[CH:12][C:11]([C:14]([F:17])([F:16])[F:15])=[CH:10][CH:9]=2)[S:7][C:3]=1[CH2:2][O:35][C:32]1[CH:33]=[CH:34][C:27]2[C:26]([CH2:25][C:24]([OH:36])=[O:23])=[CH:30][S:29][C:28]=2[CH:31]=1)([CH3:20])[CH3:19] |f:2.3.4,5.6|. Procedure: To a solution of 5-chloromethyl-4-isopropyl-2-(4-trifluoromethyl-phenyl)-thiazole (100 mg, 0.31 mmol) and (6-Hydroxy-benzo[b]thiophen-3-yl)-acetic acid ethyl ester (75 mg, 0.31 mmol) in acetonitrile (3 mL) is added Cs2CO3 (200 mg, 0.62 mmol). The mixture is stirred at room temperature overnight, ethanol (1 mL) is added, followed by NaOH (5 N, 1.0 mL). The mixture is heated at 50° C. for 2 hrs, solvent is evaporate, the residue is diluted with water, acidified by 5N HCl and extracted with ethyl a... Reactants: [Al+3], C1CCOC1, [H-], [H-], [H-], [H-], [Li+], O, N#Cc1cccc(CO)c1. The product is NCc1cccc(CO)c1. As a reaction SMILES: [Al+3:12].[CH2:18]1[O:19][CH2:20][CH2:21][CH2:22]1.[H-:11].[H-:14].[H-:15].[H-:16].[Li+:13].[OH2:17].[OH:1][CH2:2][c:3]1[cH:4][c:5]([C:6]#[N:7])[cH:8][cH:9][cH:10]1>>[OH:1][CH2:2][c:3]1[cH:4][c:5]([CH2:6][NH2:7])[cH:8][cH:9][cH:10]1. Reactants: NC=1C=C(C=CC1)O (3-Aminophenol), O=C1C2=CC(=CC=C2C=2C=CC(=CC12)S(=O)(=O)Cl)S(=O)(=O)Cl (9-oxo-9H-fluorene-2,7-disulfonyl dichloride). Solvent: N1=CC=CC=C1 (pyridine). Run at time 2 hour. Product: OC=1C=C(C=CC1)NS(=O)(=O)C1=CC=2C(C3=CC(=CC=C3C2C=C1)S(=O)(=O)NC1=CC(=CC=C1)O)=O (N,N′-bis(3-Hydroxyphenyl)-9-oxo-9H-fluorene-2,7-disulfonamide). Isolated yield 90.0%. RXN SMILES: [NH2:1][C:2]1[CH:3]=[C:4]([OH:8])[CH:5]=[CH:6][CH:7]=1.[O:9]=[C:10]1[C:22]2[CH:21]=[C:20]([S:23](Cl)(=[O:25])=[O:24])[CH:19]=[CH:18][C:17]=2[C:16]2[C:11]1=[CH:12][C:13]([S:27](Cl)(=[O:29])=[O:28])=[CH:14][CH:15]=2>N1C=CC=CC=1>[OH:8][C:4]1[CH:3]=[C:2]([NH:1][S:27]([C:13]2[CH:14]=[CH:15][C:16]3[C:17]4[C:22](=[CH:21][C:20]([S:23]([NH:1][C:2]5[CH:7]=[CH:6][CH:5]=[C:4]([OH:8])[CH:3]=5)(=[O:25])=[O:24])=[CH:19][CH:18]=4)[C:10](=[O:9])[C:11]=3[CH:12]=2)(=[O:29])=[O:28])[CH:7]=[CH:6][CH:5]=1. Reported procedure: 3-Aminophenol (0.91 g, 8.38 mmol) in pyridine was treated with 9-oxo-9H-fluorene-2,7-disulfonyl dichloride (1.58 g, 4.19 mmol, purchased from Maybridge) in one portion at 0° C. After two hours, the volatiles were removed at reduced pressure and the residue was partitioned between ethyl acetate and H2O. The organic layer was separated, washed with 1N HCl, brine, dried (Na2SO4), filtered, and the filtrate concentrated under reduced pressure. The residue was purified by flash chromatography (8% CH3...